This data is from the Open Reaction Database (ORD), a public repository of structured organic reaction records. The task is: describe an organic reaction: reactants, conditions, products, and yield Starting materials: C1(CC1)N1C(=C(C(C2=CC(=C(C(=C12)OC(F)F)N1CCNCC1)F)=O)C(=O)OCC)S (ethyl 1-cyclopropyl-8-(difluoromethoxy)-6-fluoro-2-mercapto-4-oxo-7-(piperazin-1-yl)-1,4-dihydroquinoline-3-carboxylate), C1(CC1)N1C2=C(C(C3=CC(=C(C(=C13)OC)F)F)=O)C(=C(S2)C#N)O (9-cyclopropyl-6,7-difluoro-3-hydroxyl-8-methoxy-4-oxo-4,9-dihydrothieno[2,3-b]quinoline-2-carbonitrile). The product is C1(CC1)N1C2=C(C(C3=CC(=C(C(=C13)OC(F)F)N1CCNCC1)F)=O)C(=C(S2)C#N)O (9-cyclopropyl-8-(difluoromethoxy)-6-fluoro-3-hydroxyl-4-oxo-7-(piperazin-1-yl)-4,9-dihydrothieno[2,3-b]quinoline-2-carbonitrile). RXN SMILES: [CH:1]1([N:4]2[C:13]3[C:8](=[CH:9][C:10]([F:24])=[C:11]([N:18]4[CH2:23][CH2:22][NH:21][CH2:20][CH2:19]4)[C:12]=3[O:14][CH:15]([F:17])[F:16])[C:7](=[O:25])[C:6]([C:26]([O:28]CC)=O)=[C:5]2[SH:31])[CH2:3][CH2:2]1.[CH:32]1([N:35]2C3C(=CC(F)=C(F)C=3OC)C(=O)C3C(O)=C(C#N)SC2=3)C[CH2:33]1>>[CH:1]1([N:4]2[C:13]3[C:8](=[CH:9][C:10]([F:24])=[C:11]([N:18]4[CH2:23][CH2:22][NH:21][CH2:20][CH2:19]4)[C:12]=3[O:14][CH:15]([F:17])[F:16])[C:7](=[O:25])[C:6]3[C:26]([OH:28])=[C:33]([C:32]#[N:35])[S:31][C:5]2=3)[CH2:2][CH2:3]1. Procedure details: The title compound is prepared from ethyl 1-cyclopropyl-8-(difluoromethoxy)-6-fluoro-2-mercapto-4-oxo-7-(piperazin-1-yl)-1,4-dihydroquinoline-3-carboxylate using the method described above for the preparation of 9-cyclopropyl-6,7-difluoro-3-hydroxyl-8-methoxy-4-oxo-4,9-dihydrothieno[2,3-b]quinoline-2-carbonitrile. Starting materials: COC=1C(=C(C=O)C=C(C1O)OC)[N+](=O)[O-] (3,5-dimethoxy-4-hydroxy-2-nitrobenzaldehyde), C(C)(=O)[O-].[NH4+] (ammonium acetate), [N+](=O)([O-])C (nitromethane). Run in C(C)(=O)OC(C)=O (acetic anhydride). Product: COC=1C(=C(C=C[N+](=O)[O-])C=C(C1O)OC)[N+](=O)[O-] (3,5-dimethoxy-4-hydroxy-2,β-dinitrostyrene), crystals. The yield is 58.0%. Reaction SMILES: [CH3:1][O:2][C:3]1[C:4]([N+:14]([O-:16])=[O:15])=[C:5]([CH:8]=[C:9]([O:12][CH3:13])[C:10]=1[OH:11])[CH:6]=O.C([O-])(=O)C.[NH4+].[N+:22]([CH3:25])([O-:24])=[O:23]>C(OC(=O)C)(=O)C>[CH3:1][O:2][C:3]1[C:4]([N+:14]([O-:16])=[O:15])=[C:5]([CH:8]=[C:9]([O:12][CH3:13])[C:10]=1[OH:11])[CH:6]=[CH:25][N+:22]([O-:24])=[O:23] |f:1.2|. Reported procedure: A suspension of 20 g (0.088 mole) of 3,5-dimethoxy-4-hydroxy-2-nitrobenzaldehyde and 21 g (0.27 mole) of dry ammonium acetate in 400 cm3 of acetic anhydride and 15.8 g (0.26 mole) of nitromethane is heated under reflux for 2 hours. The reaction mixture is cooled, then the precipitate is filtered off. After washing with water, recrystallization from an ethanol-water mixture and drying under vacuum, 13.9 g of the desired product is obtained in the form of orangish-yellow crystals (yield=58%). Starting materials: Nc1cnc(Br)cn1, O=C([O-])[O-], C1COCCO1, CO, OB(O)Oc1ccc(Cl)cc1, [Na+], [Na+]. Product: Nc1cnc(-c2ccc(Cl)cc2)cn1. As a reaction SMILES: [Br:7][c:8]1[n:9][cH:10][c:11]([NH2:14])[n:12][cH:13]1.[C:1](=[O:2])([O-:3])[O-:4].[CH2:26]1[O:27][CH2:28][CH2:29][O:30][CH2:31]1.[CH3:32][OH:33].[Cl:15][c:16]1[cH:17][cH:18][c:19]([O:22][B:23]([OH:24])[OH:25])[cH:20][cH:21]1.[Na+:5].[Na+:6]>>[c:8]1(-[c:19]2[cH:18][cH:17][c:16]([Cl:15])[cH:21][cH:20]2)[n:9][cH:10][c:11]([NH2:14])[n:12][cH:13]1. Starting materials: C(CCCC)N(C(=O)N1C[C@H](N(CC1)C(N(C1=CC=CC=C1)C1=CC=CC=C1)=O)C(=O)O)CCCCC ((S)-4-(dipentylcarbamoyl)-1-(diphenylcarbamoyl)piperazine-2-carboxylic acid), B (borane). Run in C1CCOC1 (THF), C1CCOC1 (THF). Reaction conditions: time 24 hour. Product: C(CCCC)N(C(=O)N1C[C@H](N(CC1)C(N(C1=CC=CC=C1)C1=CC=CC=C1)=O)CO)CCCCC ((S)-4-(dipentylcarbamoyl)-1-(diphenyl-carbamoyl)-2-(hydroxymethyl)piperazine). Isolated yield 97.8%. RXN SMILES: [CH2:1]([N:6]([CH2:33][CH2:34][CH2:35][CH2:36][CH3:37])[C:7]([N:9]1[CH2:14][CH2:13][N:12]([C:15](=[O:29])[N:16]([C:23]2[CH:28]=[CH:27][CH:26]=[CH:25][CH:24]=2)[C:17]2[CH:22]=[CH:21][CH:20]=[CH:19][CH:18]=2)[C@H:11]([C:30](O)=[O:31])[CH2:10]1)=[O:8])[CH2:2][CH2:3][CH2:4][CH3:5].B>C1COCC1>[CH2:33]([N:6]([CH2:1][CH2:2][CH2:3][CH2:4][CH3:5])[C:7]([N:9]1[CH2:14][CH2:13][N:12]([C:15](=[O:29])[N:16]([C:23]2[CH:24]=[CH:25][CH:26]=[CH:27][CH:28]=2)[C:17]2[CH:22]=[CH:21][CH:20]=[CH:19][CH:18]=2)[C@H:11]([CH2:30][OH:31])[CH2:10]1)=[O:8])[CH2:34][CH2:35][CH2:36][CH3:37]. Procedure: 1.24 g (2.44 mmole) of (S)-4-(dipentylcarbamoyl)-1-(diphenylcarbamoyl)piperazine-2-carboxylic acid dissolved in 6 ml of THF was cooled to 0° in an ice bath. To this 9 ml (9 mmole) of 1.0M borane solution in THF was slowly added during a 15 min. period. The resulting mixture was stirred for 24 hr at 25°. The excess hydride was destroyed carefully with 20 ml of a 1:1 mixture of THF and water. The aqueous phase was saturated with anhydrous potassium carbonate. The THF layer was separated and aqueou...